From a dataset of the Open Reaction Database (ORD), a public repository of structured organic reaction records. describe an organic reaction: reactants, conditions, products, and yield Starting materials: Cc1cc(C#N)ccc1Br, O=C([O-])[O-], [Cs+], [Cs+], CN(C)C=O, c1ccc(C2(c3ccc4ncsc4n3)CC2)cc1. The product is Cc1cc(C#N)ccc1-c1nc2ccc(C3(c4ccccc4)CC3)nc2s1. RXN SMILES: [Br:19][c:20]1[c:21]([CH3:28])[cH:22][c:23]([C:24]#[N:25])[cH:26][cH:27]1.[C:29](=[O:30])([O-:31])[O-:32].[Cs+:33].[Cs+:34].[O:35]=[CH:36][N:37]([CH3:38])[CH3:39].[c:1]1([C:7]2([c:10]3[cH:11][cH:12][c:13]4[c:14]([n:15]3)[s:16][cH:17][n:18]4)[CH2:8][CH2:9]2)[cH:2][cH:3][cH:4][cH:5][cH:6]1>>[c:1]1([C:7]2([c:10]3[cH:11][cH:12][c:13]4[c:14]([n:15]3)[s:16][c:17](-[c:20]3[c:21]([CH3:28])[cH:22][c:23]([C:24]#[N:25])[cH:26][cH:27]3)[n:18]4)[CH2:8][CH2:9]2)[cH:2][cH:3][cH:4][cH:5][cH:6]1. Procedure details: rac-1-(1-Bromo-propyl)-2,3-difluoro-benzene was prepared from rac-1-(2,3-Difluoro-phenyl)-propan-1-ol and phosphorus tribromide in analogy to Example 23 b): colourless oil. Starting materials: FC1=C(C=CC=C1F)C(CC)O (rac-1-(2,3-Difluoro-phenyl)-propan-1-ol), P(Br)(Br)Br (phosphorus tribromide). Reaction SMILES: [F:1][C:2]1[C:7]([F:8])=[CH:6][CH:5]=[CH:4][C:3]=1[CH:9](O)[CH2:10][CH3:11].P(Br)(Br)[Br:14]>>[Br:14][CH:9]([C:3]1[CH:4]=[CH:5][CH:6]=[C:7]([F:8])[C:2]=1[F:1])[CH2:10][CH3:11]. Yields the product BrC(CC)C1=C(C(=CC=C1)F)F (rac-1-(1-Bromo-propyl)-2,3-difluoro-benzene).